describe an organic reaction: reactants, conditions, products, and yield From a dataset of the Open Reaction Database (ORD), a public repository of structured organic reaction records. The reactants are C=CCC(NC(CO)c1ccccc1)c1ccccc1Br, CN, CO, [O-][I+3]([O-])([O-])O. The product is C=CCC(N=Cc1ccccc1)c1ccccc1Br. As a reaction SMILES: [Br:1][c:2]1[c:3]([CH:8]([CH2:9][CH:10]=[CH2:11])[NH:12][CH:13]([CH2:14][OH:15])[c:16]2[cH:17][cH:18][cH:19][cH:20][cH:21]2)[cH:4][cH:5][cH:6][cH:7]1.[CH3:22][NH2:23].[CH3:29][OH:30].[I+3:24]([OH:25])([O-:26])([O-:27])[O-:28]>>[Br:1][c:2]1[c:3]([CH:8]([CH2:9][CH:10]=[CH2:11])[N:12]=[CH:13][c:16]2[cH:17][cH:18][cH:19][cH:20][cH:21]2)[cH:4][cH:5][cH:6][cH:7]1. The reactants are N1(C=NC=C1)CC=O (2-(imidazol-1-yl)acetaldehyde), [Br-].FC1=CC=C(C=C1)C=1C=C(C[P+](C2=CC=CC=C2)(C2=CC=CC=C2)C2=CC=CC=C2)C=CC1C(=O)OC (3-(4-fluorophenyl)-4-methoxycarbonylbenzyl triphenylphosphonium bromide), C([O-])([O-])=O.[K+].[K+] (potassium carbonate). The solvent is C1CCOC1 (THF). The product is N1(C=NC=C1)CC=CC1=CC(=C(C(=O)OC)C=C1)C1=CC=C(C=C1)F (methyl 4-[3-(imidazol-1-yl)prop-1-en-1-yl]-2-(4-fluorophenyl)benzoate). The yield is 93.0%. As a reaction SMILES: [N:1]1([CH2:6][CH:7]=O)[CH:5]=[CH:4][N:3]=[CH:2]1.[Br-].[F:10][C:11]1[CH:16]=[CH:15][C:14]([C:17]2[CH:18]=[C:19]([CH:40]=[CH:41][C:42]=2[C:43]([O:45][CH3:46])=[O:44])[CH2:20][P+](C2C=CC=CC=2)(C2C=CC=CC=2)C2C=CC=CC=2)=[CH:13][CH:12]=1.C(=O)([O-])[O-].[K+].[K+]>C1COCC1>[N:1]1([CH2:6][CH:7]=[CH:20][C:19]2[CH:40]=[CH:41][C:42]([C:43]([O:45][CH3:46])=[O:44])=[C:17]([C:14]3[CH:13]=[CH:12][C:11]([F:10])=[CH:16][CH:15]=3)[CH:18]=2)[CH:5]=[CH:4][N:3]=[CH:2]1 |f:1.2,3.4.5|. Procedure details: A solution of 2-(imidazol-1-yl)acetaldehyde (2.6 g; 0.018 mmol), 3-(4-fluorophenyl)-4-methoxycarbonylbenzyl triphenylphosphonium bromide (5.4 g; 0.09 mmol), potassium carbonate (1.38 g; 0.01 mmol) and 18 crown-6 (0.1 g; 0.37 mmol) in THF (150 ml) was stirred under argon atmosphere at ambient temperature overnight. After filtration of the insoluble material and evaporation to dryness, the residue was purified by flash chromatography eluting with a mixture of dichloromethane/ethanol (98/2) to give...